Dataset: the Open Reaction Database (ORD), a public repository of structured organic reaction records. Task: describe an organic reaction: reactants, conditions, products, and yield Starting materials: [Br-], [Br-], [Br-], C1CCOC1, C[N+](C)(C)c1ccccc1, C[N+](C)(C)c1ccccc1, C[N+](C)(C)c1ccccc1, O=C1CCCc2[nH]ccc21. Product: O=C1CCCc2[nH]c(Br)cc21. RXN SMILES: [Br-:11].[Br-:12].[Br-:13].[CH2:44]1[O:45][CH2:46][CH2:47][CH2:48]1.[c:14]1([N+:15]([CH3:16])([CH3:17])[CH3:18])[cH:19][cH:20][cH:21][cH:22][cH:23]1.[c:24]1([N+:25]([CH3:26])([CH3:27])[CH3:28])[cH:29][cH:30][cH:31][cH:32][cH:33]1.[c:34]1([N+:35]([CH3:36])([CH3:37])[CH3:38])[cH:39][cH:40][cH:41][cH:42][cH:43]1.[nH:1]1[cH:2][cH:3][c:4]2[c:9]1[CH2:8][CH2:7][CH2:6][C:5]2=[O:10]>>[nH:1]1[c:2]([Br:11])[cH:3][c:4]2[c:9]1[CH2:8][CH2:7][CH2:6][C:5]2=[O:10].